This data is from the Open Reaction Database (ORD), a public repository of structured organic reaction records. The task is: describe an organic reaction: reactants, conditions, products, and yield The reactants are CNCC(C)C, [Cl-], CC(C)N(C)c1cc2c(cc1Cl)NC(=O)CC(c1cccc(-n3nncc3CO)c1)=N2, ClCCl, CN(C)C=O, O=S(Cl)Cl. Yields the product CC(C)CN(C)Cc1cnnn1-c1cccc(C2=Nc3cc(N(C)C(C)C)c(Cl)cc3NC(=O)C2)c1. Reaction SMILES: [CH2:37]([CH:38]([CH3:39])[CH3:40])[NH:41][CH3:42].[Cl-:36].[Cl:1][c:2]1[c:3]([N:27]([CH3:28])[CH:29]([CH3:30])[CH3:31])[cH:4][c:5]2[c:6]([cH:26]1)[NH:7][C:8](=[O:25])[CH2:9][C:10]([c:12]1[cH:13][c:14](-[n:18]3[n:19][n:20][cH:21][c:22]3[CH2:23][OH:24])[cH:15][cH:16][cH:17]1)=[N:11]2.[Cl:43][CH2:44][Cl:45].[O:46]=[CH:47][N:48]([CH3:49])[CH3:50].[S:32]([Cl:33])([Cl:34])=[O:35]>>[Cl:1][c:2]1[c:3]([N:27]([CH3:28])[CH:29]([CH3:30])[CH3:31])[cH:4][c:5]2[c:6]([cH:26]1)[NH:7][C:8](=[O:25])[CH2:9][C:10]([c:12]1[cH:13][c:14](-[n:18]3[n:19][n:20][cH:21][c:22]3[CH2:23][N:41]([CH2:37][CH:38]([CH3:39])[CH3:40])[CH3:42])[cH:15][cH:16][cH:17]1)=[N:11]2.